The task is: describe an organic reaction: reactants, conditions, products, and yield. This data is from the Open Reaction Database (ORD), a public repository of structured organic reaction records. Starting materials: FC1=CC=C(C=C1)C1C(CCCC1)=O (2-(4-Fluoro-phenyl)-cyclohexanone), C(C)(C)(C)OC(N(C)C)N(C)C (tert.-butoxy-bis-(dimethylamino)-methane). Yields the product CN(C=C1CCCC(C1=O)C1=CC=C(C=C1)F)C (6-[1-Dimethylamino-methylidene]-2-(4-fluoro-phenyl)-cyclohexanone). Reaction SMILES: [F:1][C:2]1[CH:7]=[CH:6][C:5]([CH:8]2[CH2:13][CH2:12][CH2:11][CH2:10][C:9]2=[O:14])=[CH:4][CH:3]=1.C(O[CH:20](N(C)C)[N:21]([CH3:23])[CH3:22])(C)(C)C>>[CH3:20][N:21]([CH3:23])[CH:22]=[C:10]1[C:9](=[O:14])[CH:8]([C:5]2[CH:4]=[CH:3][C:2]([F:1])=[CH:7][CH:6]=2)[CH2:13][CH2:12][CH2:11]1. Reported procedure: 2-(4-Fluoro-phenyl)-cyclohexanone (102 mg, 0.53 mmol) was reacted with tert.-butoxy-bis-(dimethylamino)-methane using in analogous manner the procedure described in example 45a) to give crude title compound (143 mg) as a red oil which was used directly in the next step. MS ISP (m/e): 248.1 [(M+H)+]. The product is CNC(=O)Nc1nccc(Oc2ccc3c(C(=O)Nc4ccc(F)c(C(F)(F)F)c4)cccc3c2)n1. The reactants are C1CCOC1, CN=C=O, CCOC(C)=O, Nc1nccc(Oc2ccc3c(C(=O)Nc4ccc(F)c(C(F)(F)F)c4)cccc3c2)n1, O. RXN SMILES: [CH2:37]1[O:38][CH2:39][CH2:40][CH2:41]1.[CH3:1][N:2]=[C:3]=[O:4].[CH3:42][CH2:43][O:44][C:45]([CH3:46])=[O:47].[F:5][c:6]1[c:7]([C:33]([F:34])([F:35])[F:36])[cH:8][c:9]([NH:12][C:13](=[O:14])[c:15]2[cH:16][cH:17][cH:18][c:19]3[cH:20][c:21]([O:25][c:26]4[n:27][c:28]([NH2:32])[n:29][cH:30][cH:31]4)[cH:22][cH:23][c:24]23)[cH:10][cH:11]1.[OH2:48]>>[CH3:1][NH:2][C:3](=[O:4])[NH:32][c:28]1[n:27][c:26]([O:25][c:21]2[cH:20][c:19]3[cH:18][cH:17][cH:16][c:15]([C:13]([NH:12][c:9]4[cH:8][c:7]([C:33]([F:34])([F:35])[F:36])[c:6]([F:5])[cH:11][cH:10]4)=[O:14])[c:24]3[cH:23][cH:22]2)[cH:31][cH:30][n:29]1. Reactants: CCO, CCOC(=O)C1(CCCn2c(=O)cc(C)c3ccc(OC)cc32)CCN(CCSc2cccs2)CC1, [Na+], [OH-], O. The product is COc1ccc2c(C)cc(=O)n(CCCC3(C(=O)O)CCN(CCSc4cccs4)CC3)c2c1. As a reaction SMILES: [CH3:1][CH2:2][OH:3].[CH3:4][O:5][c:6]1[cH:7][cH:8][c:9]2[c:10]([CH3:39])[cH:11][c:12](=[O:38])[n:13]([CH2:16][CH2:17][CH2:18][C:19]3([C:33](=[O:34])[O:35][CH2:36][CH3:37])[CH2:20][CH2:21][N:22]([CH2:25][CH2:26][S:27][c:28]4[s:29][cH:30][cH:31][cH:32]4)[CH2:23][CH2:24]3)[c:14]2[cH:15]1.[Na+:41].[OH-:40].[OH2:42]>>[CH3:4][O:5][c:6]1[cH:7][cH:8][c:9]2[c:10]([CH3:39])[cH:11][c:12](=[O:38])[n:13]([CH2:16][CH2:17][CH2:18][C:19]3([C:33](=[O:34])[OH:35])[CH2:20][CH2:21][N:22]([CH2:25][CH2:26][S:27][c:28]4[s:29][cH:30][cH:31][cH:32]4)[CH2:23][CH2:24]3)[c:14]2[cH:15]1. Reactants: BrC=1C(N(N=CC1Br)C1=CC(=C(C=C1)Cl)Cl)=O (4,5-dibromo-2-(3,4-dichlorophenyl)-3(2H)-pyridazinone), ClC1=CC(=C(CO)C=C1)F (4-chloro-2-fluorobenzyl alcohol), [OH-].[K+] (potassium hydroxide). The solvent is CN(C=O)C (N,N-dimethylformamide). Reaction conditions: time 1 day. Yields the product BrC=1C(N(N=CC1OCC1=C(C=C(C=C1)Cl)F)C1=CC(=C(C=C1)Cl)Cl)=O (4-bromo-5-(4-chloro-2-fluorobenzyloxy)-2-(3,4-dichlorophenyl)-3(2H)-pyridazinone). Isolated yield 54.2%. RXN SMILES: [Br:1][C:2]1[C:3](=[O:17])[N:4]([C:9]2[CH:14]=[CH:13][C:12]([Cl:15])=[C:11]([Cl:16])[CH:10]=2)[N:5]=[CH:6][C:7]=1Br.[Cl:18][C:19]1[CH:26]=[CH:25][C:22]([CH2:23][OH:24])=[C:21]([F:27])[CH:20]=1.[OH-].[K+]>CN(C)C=O>[Br:1][C:2]1[C:3](=[O:17])[N:4]([C:9]2[CH:14]=[CH:13][C:12]([Cl:15])=[C:11]([Cl:16])[CH:10]=2)[N:5]=[CH:6][C:7]=1[O:24][CH2:23][C:22]1[CH:25]=[CH:26][C:19]([Cl:18])=[CH:20][C:21]=1[F:27] |f:2.3|. Procedure: To a mixture of 2.0 g (5.0 m mol) of 4,5-dibromo-2-(3,4-dichlorophenyl)-3(2H)-pyridazinone and 0.84 g (5.2 m mol) of 4-chloro-2-fluorobenzyl alcohol was added 80 ml of N,N-dimethylformamide. The resulting mixture was cooled with ice, incorporated with 0.4 g of potassium hydroxide and then stirred for one day. Then, the procedures in Synthesis Example 2 were repeated to give a crude product. The crude product was recrystallized from benzene to give 1.3 g of the intended compound. Reactants: C(C#C)NC(=O)C=1N=CN2C1[C@H]1N(C(C3=C2C=CS3)=O)CC1 ((S)-8-oxo-11,11a-dihydro-8H,10H-azeto[1,2-a]imidazo[5,1-c]thieno[3,2-e][1,4]-diazepine-1-carboxylic acid prop-2-ynylamide), IN1C(CCC1=O)=O (N-iodosuccinimide), C(CC)NCCC (dipropylamine). The solvent is C(C)(=O)O (acetic acid). Reaction conditions: time 46 hour. Yields the product C(CC)N(CCC)CC1=CN=C(O1)C=1N=CN2C1[C@H]1N(C(C3=C2C=CS3)=O)CC1 ((S)-1-(5-dipropylaminomethyl-oxazol-2-yl)-11,11a-dihydro-8H,10H-azeto[1,2-a]imidazo[5,1-c]thieno[3,2-e][1,4]-diazepin-8-one). Yield: 29.2%. As a reaction SMILES: [CH2:1]([NH:4][C:5]([C:7]1[N:8]=[CH:9][N:10]2[C:16]3[CH:17]=[CH:18][S:19][C:15]=3[C:14](=[O:20])[N:13]3[CH2:21][CH2:22][C@H:12]3[C:11]=12)=[O:6])[C:2]#[CH:3].IN1C(=O)CCC1=O.[CH2:31]([NH:34][CH2:35][CH2:36][CH3:37])[CH2:32][CH3:33]>C(O)(=O)C>[CH2:31]([N:34]([CH2:3][C:2]1[O:6][C:5]([C:7]2[N:8]=[CH:9][N:10]3[C:16]4[CH:17]=[CH:18][S:19][C:15]=4[C:14](=[O:20])[N:13]4[CH2:21][CH2:22][C@H:12]4[C:11]=23)=[N:4][CH:1]=1)[CH2:35][CH2:36][CH3:37])[CH2:32][CH3:33]. Procedure: A solution of 2.60 g (0.00832 mol) of (S)-8-oxo-11,11a-dihydro-8H,10H-azeto[1,2-a]imidazo[5,1-c]thieno[3,2-e][1,4]-diazepine-1-carboxylic acid prop-2-ynylamide in 60 ml of acetic acid was treated with 2.8 g (0.0125 mol) of N-iodosuccinimide while gassing with argon. After stirring at room temperature for 46 hrs. the dark suspension obtained was completely freed from the solvents and dried azeotropically several times with toluene. The dark solid residue was suspended in 100 ml of THF, treated wi... The reactants are BrC=1C=NC(=NC1)N (5-bromopyrimidin-2-amine), N1N=CC=C1B(O)O (1H-pyrazol-5-ylboronic acid), BrCC(=O)OC(C)(C)C (1,1-dimethylethyl bromoacetate), C([O-])([O-])=O.[K+].[K+] (potassium carbonate). Reagents/catalysts: C=1C=CC(=CC1)[P](C=2C=CC=CC2)(C=3C=CC=CC3)[Pd]([P](C=4C=CC=CC4)(C=5C=CC=CC5)C=6C=CC=CC6)([P](C=7C=CC=CC7)(C=8C=CC=CC8)C=9C=CC=CC9)[P](C=1C=CC=CC1)(C=1C=CC=CC1)C=1C=CC=CC1 (tetrakis(triphenylphosphine)palladium). Solvent: CN(C=O)C (N,N-dimethylformamide). Reaction conditions: time 8 hour. Yields the product C(C)(C)(C)OC(CN1N=C(C=C1)C=1C=NC(=NC1)N)=O (tert-butyl[3-(2-aminopyrimidin-5-yl)-1H-pyrazol-1-yl]acetate). As a reaction SMILES: [NH:1]1[C:5](B(O)O)=[CH:4][CH:3]=[N:2]1.Br[CH2:10][C:11]([O:13][C:14]([CH3:17])([CH3:16])[CH3:15])=[O:12].C(=O)([O-])[O-].[K+].[K+].Br[C:25]1[CH:26]=[N:27][C:28]([NH2:31])=[N:29][CH:30]=1>CN(C)C=O.C1C=CC([P]([Pd]([P](C2C=CC=CC=2)(C2C=CC=CC=2)C2C=CC=CC=2)([P](C2C=CC=CC=2)(C2C=CC=CC=2)C2C=CC=CC=2)[P](C2C=CC=CC=2)(C2C=CC=CC=2)C2C=CC=CC=2)(C2C=CC=CC=2)C2C=CC=CC=2)=CC=1>[C:14]([O:13][C:11](=[O:12])[CH2:10][N:2]1[CH:3]=[CH:4][C:5]([C:25]2[CH:26]=[N:27][C:28]([NH2:31])=[N:29][CH:30]=2)=[N:1]1)([CH3:17])([CH3:16])[CH3:15] |f:2.3.4,^1:40,42,61,80|. Procedure details: To a solution of 1H-pyrazol-5-ylboronic acid (0.2 g, 2 mmol) in N,N-dimethylformamide (1.0 mL) were added 1,1-dimethylethyl bromoacetate (0.38 g, 2 mmol) and potassium carbonate (0.74 g, 0.0054 mol). The reaction mixture was stirred overnight at RT. To the reaction mixture was added 5-bromopyrimidin-2-amine (0.40 g, 2.3 mmol) and tetrakis(triphenylphosphine)palladium (0.1 g, 0.09 mmol). The resulting mixture was stirred at 100° C. for 2 h. After cooling to RT, the reaction mixture was extracted ... The reactants are N#CCC(=O)O, Cl, Cl, Cl, NC1CCC(CCN2CCN(c3nccc4c3OCC4)CC2)CC1. Product: N#CCC(=O)NC1CCC(CCN2CCN(c3nccc4c3OCC4)CC2)CC1. As a reaction SMILES: [C:28](#[N:29])[CH2:30][C:31](=[O:32])[OH:33].[ClH:1].[ClH:2].[ClH:3].[O:4]1[CH2:5][CH2:6][c:7]2[c:8]1[c:9]([N:13]1[CH2:14][CH2:15][N:16]([CH2:19][CH2:20][CH:21]3[CH2:22][CH2:23][CH:24]([NH2:27])[CH2:25][CH2:26]3)[CH2:17][CH2:18]1)[n:10][cH:11][cH:12]2>>[O:4]1[CH2:5][CH2:6][c:7]2[c:8]1[c:9]([N:13]1[CH2:14][CH2:15][N:16]([CH2:19][CH2:20][CH:21]3[CH2:22][CH2:23][CH:24]([NH:27][C:31]([CH2:30][C:28]#[N:29])=[O:32])[CH2:25][CH2:26]3)[CH2:17][CH2:18]1)[n:10][cH:11][cH:12]2. Reactants: O.C1(=CC=C(C=C1)S(=O)(=O)O)C (p-toluenesulphonic acid monohydrate), [N+](=O)([O-])C[C@H]1C=C[C@H](C1)CC(=O)[O-] ((1R-cis)-4-nitromethyl-2-cyclopentene -acetate), Example 10. Solvent: CO (methanol). Run at time 8 hour. The product is [N+](=O)([O-])C[C@@H]1C=C[C@@H](C1)O ((1R-cis)-4-nitromethyl-2-cyclopenten-1-ol). RXN SMILES: O.C1(C)C=CC(S(O)(=O)=[O:9])=CC=1.[N+:13]([CH2:16][C@@H:17]1[CH2:21][C@H:20](CC([O-])=O)[CH:19]=[CH:18]1)([O-:15])=[O:14]>CO>[N+:13]([CH2:16][C@H:17]1[CH2:21][C@@H:20]([OH:9])[CH:19]=[CH:18]1)([O-:15])=[O:14] |f:0.1|. Procedure details: To a 5 mL round-bottom flask is added at room temperature p-toluenesulphonic acid monohydrate (0.01 g, 0.053 mmol), methanol (8 mL) and (1R-cis)-4-nitromethyl-2-cyclopentene -acetate as prepared in Example 10 (0.20 g, 1.1 mmol) and the resulting solution is stirred overnight. The crude reaction mixture is loaded on a silica column (32 μm-63 μm) and purified by flash chromatography by eluting with 20% ethyl acetate/hexane. The fractions containing the product (Rf=0.3) are combined and are concent... The reactants are BrC1=C2C=CC=CC2=C(C2=C1SC(=C2C)C)C2=CC(=C(C(=C2)C)OC(C)=O)C (acetic acid 4-(9-bromo-2,3-dimethyl-naphtho[2,3-b]thiophen-4-yl)-2,6-dimethyl-phenyl ester), [OH-].[K+] (potassium hydroxide), solution. Solvent: O1CCCC1 (tetrahydrofuran), CO (methanol). Run at time 18 hour. Product: petroleum ether ethyl acetate, BrC1=C2C=CC=CC2=C(C2=C1SC(=C2C)C)C2=CC(=C(C(=C2)C)O)C (4-(9-Bromo-2,3-dimethyl-naphtho[2,3-b]thiophen-4-yl)-2,6-dimethyl-phenol). Isolated yield 93.5%. As a reaction SMILES: [Br:1][C:2]1[C:11]2[S:12][C:13]([CH3:16])=[C:14]([CH3:15])[C:10]=2[C:9]([C:17]2[CH:22]=[C:21]([CH3:23])[C:20]([O:24]C(=O)C)=[C:19]([CH3:28])[CH:18]=2)=[C:8]2[C:3]=1[CH:4]=[CH:5][CH:6]=[CH:7]2.[OH-].[K+]>O1CCCC1.CO>[Br:1][C:2]1[C:11]2[S:12][C:13]([CH3:16])=[C:14]([CH3:15])[C:10]=2[C:9]([C:17]2[CH:22]=[C:21]([CH3:23])[C:20]([OH:24])=[C:19]([CH3:28])[CH:18]=2)=[C:8]2[C:3]=1[CH:4]=[CH:5][CH:6]=[CH:7]2 |f:1.2|. Reported procedure: To a solution of acetic acid 4-(9-bromo-2,3-dimethyl-naphtho[2,3-b]thiophen-4-yl)-2,6-dimethyl-phenyl ester (6.5 g, 14.3 mmol) in tetrahydrofuran (240 mL) and methanol (80 mL) at room temperature was added dropwise aqueous potassium hydroxide (17.2 mL of a 1N solution, 17.2 mmol). After 4 h at room temperature the reaction mixture was placed in the freezer for 18 h. The reaction was removed from the freezer and allowed to stir at room temperature. More aqueous potassium hydroxide (41.5 mL of a 1... Reactants: BrC1=CC=C(O1)C(=O)O (5-bromo-2-furoic acid), C(C)O (ethanol), S(=O)(Cl)Cl (thionyl chloride). Yields the product BrC1=CC=C(O1)C(=O)OCC (Ethyl 5-bromo-2-furoate). As a reaction SMILES: [Br:1][C:2]1[O:6][C:5]([C:7]([OH:9])=[O:8])=[CH:4][CH:3]=1.S(Cl)(Cl)=O.[CH2:14](O)[CH3:15]>>[Br:1][C:2]1[O:6][C:5]([C:7]([O:9][CH2:14][CH3:15])=[O:8])=[CH:4][CH:3]=1. Reported procedure: To a stirred suspension of 8.43 g (44.14 mmol) of 5-bromo-2-furoic acid in 100 ml absolute ethanol was added 4 ml of thionyl chloride. This mixture was stirred at reflux for 3 hours and at room temperature for 18 hours. The solvent was removed in vacuo, the residual oil treated with 100 ml water and extracted with 3×75 ml ether. The combined ether extracts were washed with saturated NaHCO3 and saturated NaCl solutions and dried (MgSO4). Solvent was removed in vacuo and the residue kugelrohr dist...